This data is from the Open Reaction Database (ORD), a public repository of structured organic reaction records. The task is: describe an organic reaction: reactants, conditions, products, and yield Reactants: [BH3-]C#N, CC(=O)O, Nc1nc[nH]n1, [Na+], CCOC(=O)C1CCC(=O)CC1, O. Yields the product CCOC(=O)C1CCC(Nc2nnc[nH]2)CC1. As a reaction SMILES: [C:19]([BH3-:20])#[N:21].[CH3:24][C:25](=[O:26])[OH:27].[NH2:1][c:2]1[n:3][cH:4][nH:5][n:6]1.[Na+:22].[O:7]=[C:8]1[CH2:9][CH2:10][CH:11]([C:14](=[O:15])[O:16][CH2:17][CH3:18])[CH2:12][CH2:13]1.[OH2:23]>>[NH:1]([c:2]1[nH:3][cH:4][n:5][n:6]1)[CH:8]1[CH2:9][CH2:10][CH:11]([C:14](=[O:15])[O:16][CH2:17][CH3:18])[CH2:12][CH2:13]1. Reactants: NC1=C(C(=C(C(=O)O)C=C1)C)C (4-amino-2,3-dimethylbenzoic acid), Cl[Sn]Cl (SnCl2), N(=O)[O-].[Na+] (NaNO2). The solvent is Cl (HCl), Cl (HCl), O (water). Reaction conditions: temperature -5 celsius, time 2 hour. Yields the product Cl.CC1=C(C(=O)O)C=CC(=C1C)NN (2,3-Dimethyl-4-hydrazinobenzoic acid hydrochloride). Isolated yield 93.7%. As a reaction SMILES: [N:1]([O-])=O.[Na+].[NH2:5][C:6]1[CH:14]=[CH:13][C:9]([C:10]([OH:12])=[O:11])=[C:8]([CH3:15])[C:7]=1[CH3:16].[Cl:17][Sn]Cl>O.Cl>[ClH:17].[CH3:15][C:8]1[C:7]([CH3:16])=[C:6]([NH:5][NH2:1])[CH:14]=[CH:13][C:9]=1[C:10]([OH:12])=[O:11] |f:0.1,6.7|. Procedure details: A solution of 1.87 g of NaNO2 in 7 ml of water is added slowly to a solution, cooled to -5° C., of 4.5 g of 4-amino-2,3-dimethylbenzoic acid in 135 ml of concentrated HCl. After 2 hours of stirring at -5° C., a solution of 25 g of SnCl2 ·2H2O in 250 ml of concentrated HCl is added at -10° C., and the mixture is stirred for 30 minutes at -5° C. and then 2 hours at RT. The mixture is filtered, and the precipitate is washed with 5 ml of concentrated HCl and dried under a stream of dry nitrogen and ... Procedure: 3-(4-Fluoro-phenyl)-2-methyl-5-(2-methyl-pyridin-4-ylethynyl)-3H-imidazole-4-carbaldehyde (89) [MS: m/e=320.4 (M+)] was prepared in analogy to the method as above from 4-[1-(4-Fluoro-phenyl)-2-methyl-1H-imidazol-4-ylethynyl]-2-methyl-pyridine (1) and N,N-dimethyl-formamide. Starting materials: FC1=CC=C(C=C1)N1C(=NC(=C1)C#CC1=CC(=NC=C1)C)C (4-[1-(4-Fluoro-phenyl)-2-methyl-1H-imidazol-4-ylethynyl]-2-methyl-pyridine), CN(C=O)C (N,N-dimethyl-formamide). RXN SMILES: [F:1][C:2]1[CH:7]=[CH:6][C:5]([N:8]2[CH:12]=[C:11]([C:13]#[C:14][C:15]3[CH:20]=[CH:19][N:18]=[C:17]([CH3:21])[CH:16]=3)[N:10]=[C:9]2[CH3:22])=[CH:4][CH:3]=1.CN(C)[CH:25]=[O:26]>>[F:1][C:2]1[CH:7]=[CH:6][C:5]([N:8]2[C:12]([CH:25]=[O:26])=[C:11]([C:13]#[C:14][C:15]3[CH:20]=[CH:19][N:18]=[C:17]([CH3:21])[CH:16]=3)[N:10]=[C:9]2[CH3:22])=[CH:4][CH:3]=1. Product: FC1=CC=C(C=C1)N1C(=NC(=C1C=O)C#CC1=CC(=NC=C1)C)C (3-(4-Fluoro-phenyl)-2-methyl-5-(2-methyl-pyridin-4-ylethynyl)-3H-imidazole-4-carbaldehyde). Reactants: CN(CCOC1=CC2=C(N(C(C=3C=CC=NC23)=O)COC)C=C1)C (9-[2-(Dimethylamino)ethoxy]-6-(methoxymethyl)benzo[h][1,6]naphthyridine-5(6H)-one). The reagents and catalysts are [Pd] (palladium). Solvent: ClCCl.CO (dichloromethane methanol). Run at time 1 day. Yields the product CN(CCOC1=CC2=C(N(C(C=3CCCNC23)=O)COC)C=C1)C (9-[2-(Dimethylamino)ethoxy]-6-(methoxymethyl)-1,2,3,4-tetrahydrobenzo[h][1,6]naphthyridine-5(6H)-one). Isolated yield 98.9%. Reaction SMILES: [CH3:1][N:2]([CH3:24])[CH2:3][CH2:4][O:5][C:6]1[CH:23]=[CH:22][C:9]2[N:10]([CH2:19][O:20][CH3:21])[C:11](=[O:18])[C:12]3[CH:13]=[CH:14][CH:15]=[N:16][C:17]=3[C:8]=2[CH:7]=1>ClCCl.CO.[Pd]>[CH3:24][N:2]([CH3:1])[CH2:3][CH2:4][O:5][C:6]1[CH:23]=[CH:22][C:9]2[N:10]([CH2:19][O:20][CH3:21])[C:11](=[O:18])[C:12]3[CH2:13][CH2:14][CH2:15][NH:16][C:17]=3[C:8]=2[CH:7]=1 |f:1.2|. Reported procedure: The compound (40 mg, 0.122 mmol) prepared in step 6 was dissolved in dichloromethane/methanol (5 ml), added with 10%-palladium (Pd) (4 mg). The resulting mixture was stirred under hydrogen gas for one day at room temperature. Once the reaction was completed, the solution was filtered with celite and the filtrate was concentrated to dryness. The residue was then purified by flash column chromatography (chloroform:methanol=10:1) to obtain the title compound (40 mg, yield: 99%, white solid).